From a dataset of the Open Reaction Database (ORD), a public repository of structured organic reaction records. describe an organic reaction: reactants, conditions, products, and yield Reactants: O (water), P(=O)(O)([O-])[O-].[K+].[K+] (dipotassium hydrogen phosphate), C(C)O (ethanol), CC(C)(OC(=O)OCC1=CC=C(C=C1)[N+](=O)[O-])[C@H]1[C@H]2CC(=C(N2C1=O)C(=O)OCC1=CC=C(C=C1)[N+](=O)[O-])SCCNC(=O)OCC1=CC=C(C=C1)[N+](=O)[O-] (4-nitrobenzyl (5R,6R)-6-[1-methyl-1-(4-nitrobenzyloxycarbonyloxy)ethyl]-3-[2-(4-nitrobenzyloxycarbonylamino)-ethylthio]-7-oxo-1-azabicyclo-[3.2.0]hept-2-ene-2-carboxylate). Reagents/catalysts: [Pt]=O (platinum oxide). The solvent is O1CCOCC1 (dioxane). Conditions: time 30 minute. Product: NCCSC1=C(N2C([C@H]([C@H]2C1)C(C)(C)O)=O)C(=O)[O-].[K+] (potassium (5R,6R)-3-(2-aminoethylthio)-6-(1-hydroxy-1-methylethyl)-7-oxo-1-azabicyclo[3.2.0]hept-2-ene-2-carboxylate). RXN SMILES: O.P([O-])([O-])(O)=O.[K+:7].[K+].C(O)C.[CH3:12][C:13]([C@@H:29]1[C:35](=[O:36])[N:34]2[C@@H:30]1[CH2:31][C:32]([S:50][CH2:51][CH2:52][NH:53]C(OCC1C=CC([N+]([O-])=O)=CC=1)=O)=[C:33]2[C:37]([O:39]CC1C=CC([N+]([O-])=O)=CC=1)=[O:38])([O:15]C(OCC1C=CC([N+]([O-])=O)=CC=1)=O)[CH3:14]>O1CCOCC1.[Pt]=O>[NH2:53][CH2:52][CH2:51][S:50][C:32]1[CH2:31][C@H:30]2[N:34]([C:35](=[O:36])[C@H:29]2[C:13]([OH:15])([CH3:14])[CH3:12])[C:33]=1[C:37]([O-:39])=[O:38].[K+:7] |f:1.2.3,8.9|. Procedure: A mixture of platinum oxide (60.0 mg), water (4.2 ml), aqueous dipotassium hydrogen phosphate (1.0M, 0.385 ml) and ethanol (0.6 ml) was shaken for 30 minutes under a hydrogen atmosphere (50 psi) at ambient temperature. The mixture was added to a solution of 4-nitrobenzyl (5R,6R)-6-[1-methyl-1-(4-nitrobenzyloxycarbonyloxy)ethyl]-3-[2-(4-nitrobenzyloxycarbonylamino)-ethylthio]-7-oxo-1-azabicyclo-[3.2.0]hept-2-ene-2-carboxylate (60.0 mg) in dioxane (7.2 ml) and shaken for 2 hours under a hydrogen a... Starting materials: [H-].C(C(C)C)[Al+]CC(C)C (Diisobutylaluminum hydride), C(#N)C=1C=C(C=CC1)C(CC(=O)OC)N1N=CC(=C1)C=1C2=C(N=CN1)N(C=C2)COCC[Si](C)(C)C (methyl 3-(3-cyanophenyl)-3-[4-(7-[2-(trimethylsilyl)ethoxy]methyl-7H-pyrrolo[2,3-d]pyrimidin-4-yl)-1H-pyrazol-1-yl]propanoate), CO (methanol), C([O-])([O-])=O.[K+].[K+] (potassium carbonate), C/C(=C(\[N+]#N)/P(=O)(OC)OC)/[O-] (Bestmann-Ohira reagent), C(Cl)Cl (DCM). The solvent is CCCCCC (hexane). Reaction conditions: temperature -78 celsius, time 4 hour. The product is C[Si](CCOCN1C=CC2=C1N=CN=C2C=2C=NN(C2)C(CC#C)C=2C=C(C#N)C=CC2)(C)C (3-{1-[4-(7-{[2-(trimethylsilyl)ethoxy]-methyl}-7H-pyrrolo[2,3-d]pyrimidin-4-yl)-1H-pyrazol-1-yl]but-3-yn-1-yl}benzonitrile). Reaction SMILES: [H-].[CH2:2]([Al+]CC(C)C)C(C)C.[C:11]([C:13]1[CH:14]=[C:15]([CH:19]([N:25]2[CH:29]=[C:28]([C:30]3[C:31]4[CH:38]=[CH:37][N:36]([CH2:39][O:40][CH2:41][CH2:42][Si:43]([CH3:46])([CH3:45])[CH3:44])[C:32]=4[N:33]=[CH:34][N:35]=3)[CH:27]=[N:26]2)[CH2:20][C:21](OC)=O)[CH:16]=[CH:17][CH:18]=1)#[N:12].C(Cl)Cl.CO.C(=O)([O-])[O-].[K+].[K+].C/C(/[O-])=C(/P(OC)(OC)=O)\[N+]#N>CCCCCC>[CH3:45][Si:43]([CH3:46])([CH3:44])[CH2:42][CH2:41][O:40][CH2:39][N:36]1[C:32]2[N:33]=[CH:34][N:35]=[C:30]([C:28]3[CH:27]=[N:26][N:25]([CH:19]([C:15]4[CH:14]=[C:13]([CH:18]=[CH:17][CH:16]=4)[C:11]#[N:12])[CH2:20][C:21]#[CH:2])[CH:29]=3)[C:31]=2[CH:38]=[CH:37]1 |f:0.1,5.6.7|. Procedure: 1 M Diisobutylaluminum hydride in hexane (0.31 mL) was added dropwise to a solution of methyl 3-(3-cyanophenyl)-3-[4-(7-[2-(trimethylsilyl)ethoxy]methyl-7H-pyrrolo[2,3-d]pyrimidin-4-yl)-1H-pyrazol-1-yl]propanoate (100 mg, 0.0002 mol) (prepared by using a procedure analogous to Example 712, Step 1) in DCM (3 mL, 0.05 mol) and the mixture was cooled to −78° C. The reaction mixture was stirred at −78° C. for 4 h and was afterward quenched with cold methanol (3 mL, 0.07 mol). The reaction was allowe... Reactants: CC(C(=O)N1CCOCC1)N1CCC(NS(=O)(=O)C=Cc2ccc(Cl)c(O[Si](c3ccccc3)(c3ccccc3)C(C)(C)C)c2)C1=O, CCCC[N+](CCCC)(CCCC)CCCC, C1CCOC1, [F-]. Product: CC(C(=O)N1CCOCC1)N1CCC(NS(=O)(=O)C=Cc2ccc(Cl)c(O)c2)C1=O. Reaction SMILES: [C:1]([Si:2]([c:3]1[cH:4][cH:5][cH:36][cH:37][cH:38]1)([O:6][c:7]1[cH:8][c:9]([CH:14]=[CH:15][S:16](=[O:17])(=[O:18])[NH:19][CH:20]2[C:21](=[O:35])[N:22]([CH:25]([C:26](=[O:27])[N:28]3[CH2:29][CH2:30][O:31][CH2:32][CH2:33]3)[CH3:34])[CH2:23][CH2:24]2)[cH:10][cH:11][c:12]1[Cl:13])[c:39]1[cH:40][cH:41][cH:42][cH:43][cH:44]1)([CH3:45])([CH3:46])[CH3:47].[CH2:49]([N+:50]([CH2:51][CH2:52][CH2:53][CH3:54])([CH2:55][CH2:56][CH2:57][CH3:58])[CH2:59][CH2:60][CH2:61][CH3:62])[CH2:63][CH2:64][CH3:65].[CH2:66]1[O:67][CH2:68][CH2:69][CH2:70]1.[F-:48]>>[OH:6][c:7]1[cH:8][c:9]([CH:14]=[CH:15][S:16](=[O:17])(=[O:18])[NH:19][CH:20]2[C:21](=[O:35])[N:22]([CH:25]([C:26](=[O:27])[N:28]3[CH2:29][CH2:30][O:31][CH2:32][CH2:33]3)[CH3:34])[CH2:23][CH2:24]2)[cH:10][cH:11][c:12]1[Cl:13]. RXN SMILES: [CH3:1][N:2]1[C:6]([SH:7])=[N:5][N:4]=[N:3]1.[CH3:8][N:9]1[C:13]([S:14][CH2:15][CH2:16][CH2:17][CH2:18][CH2:19][CH2:20][CH2:21][CH2:22]Cl)=[N:12][N:11]=[N:10]1.C(=O)([O-])[O-].[K+].[K+]>CC(C)=O>[CH3:1][N:2]1[C:6]([S:7][CH2:22][CH2:21][CH2:20][CH2:19][CH2:18][CH2:17][CH2:16][CH2:15][S:14][C:13]2[N:9]([CH3:8])[N:10]=[N:11][N:12]=2)=[N:5][N:4]=[N:3]1 |f:2.3.4|. Yields the product CN1N=NN=C1SCCCCCCCCSC1=NN=NN1C (1-methyl-5-[8-(1-methyl-1,2,3,4-tetrazol-5-yl)thiooctyl]thio-1,2,3,4-tetrazole). The reactants are CN1N=NN=C1SCCCCCCCCCl (1-methyl-5-(8-chlorooctyl)thio-1,2,3,4-tetrazole), C([O-])([O-])=O.[K+].[K+] (potassium carbonate), CN1N=NN=C1S (1-Methyl-5-mercapto-1,2,3,4-tetrazole). Run in CC(=O)C (acetone). Isolated yield 56.5%. Reported procedure: 1-Methyl-5-mercapto-1,2,3,4-tetrazole (1.2 g) is dissolved in acetone (50 ml). To the solution are added 1-methyl-5-(8-chlorooctyl)thio-1,2,3,4-tetrazole (4.1 g) and potassium carbonate (1.5 g) and the mixture is refluxed for 4 hours. Acetone is distilled off and water is added to the residue. The mixture is extracted with chloroform. The chloroform solution is washed with saturated aqueous sodium chloride and dried over magnesium sulfate. Chloroform is distilled off and the residue is recrystal... Reactants: ClC1=CC=C(C=C1)S(=O)(=O)N([C@H]1[C@@H](CCCC1)CO)CC1=C(C(=C(C=C1)C=1OC=CN1)F)F (4-chloro-N-(2,3-difluoro-4-(oxazol-2-yl)benzyl)-N-((1R,2R)-2-(hydroxymethyl)cyclohexyl)benzenesulfonamide), OC[C@H]1[C@@H](CCCC1)NS(=O)(=O)C=1C=NC(=CC1)C(F)(F)F (N-((1R,2R)-2-(hydroxymethyl)cyclohexyl)-6-(trifluoromethyl)pyridine-3-sulfonamide), C([O-])([O-])=O.[Cs+].[Cs+] (cesium carbonate), BrCC1=CC(=C(C=C1F)C1=NOC=N1)F (3-(4-(bromomethyl)-2,5-difluorophenyl)-1,2,4-oxadiazole). Product: title compound, FC(C1=CC=C(C=N1)S(=O)(=O)N)(F)F (6-(trifluoromethyl)pyridine-3-sulfonamide). The yield is 82.5%. RXN SMILES: OC[C@@H]1CCCC[C@H]1[NH:9][S:10]([C:13]1[CH:14]=[N:15][C:16]([C:19]([F:22])([F:21])[F:20])=[CH:17][CH:18]=1)(=[O:12])=[O:11].C(=O)([O-])[O-].[Cs+].[Cs+].BrCC1C(F)=CC(C2N=CON=2)=C(F)C=1.ClC1C=CC(S(N(CC2C=CC(C3OC=CN=3)=C(F)C=2F)[C@@H]2CCCC[C@H]2CO)(=O)=O)=CC=1>>[F:22][C:19]([F:20])([F:21])[C:16]1[N:15]=[CH:14][C:13]([S:10]([NH2:9])(=[O:12])=[O:11])=[CH:18][CH:17]=1 |f:1.2.3|. Reported procedure: The title compound was synthesized from N-((1R,2R)-2-(hydroxymethyl)cyclohexyl)-6-(trifluoromethyl)pyridine-3-sulfonamide (50 mg, 0.15 mmol), cesium carbonate (72 mg, 0.22 mmol), and 3-(4-(bromomethyl)-2,5-difluorophenyl)-1,2,4-oxadiazole (50 mg, 0.18 mmol) according to the procedure described for 4-chloro-N-(2,3-difluoro-4-(oxazol-2-yl)benzyl)-N-((1R,2R)-2-(hydroxymethyl)cyclohexyl)benzenesulfonamide (Example 20) to give N-(2,5-difluoro-4-(1,2,4-oxadiazol-3-yl)benzyl)-N-(1R,2R)-2-(hydroxymethyl... Starting materials: ClC=1N=C(C2=C(N1)C(OC2)C2=CC=C(C=C2)F)Cl (2,4-dichloro-7-(4-fluorophenyl)-5,7-dihydrofuro[3,4-d]pyrimidine), C1(=CC=C(C=C1)S(=O)(=O)O)C.C[C@@H]1NCCC1 ((S)-2-methylpyrrolidine p-toluenesulfonate salt). Yields the product ClC=1N=C(C2=C(N1)C(OC2)C2=CC=C(C=C2)F)N2[C@H](CCC2)C (2-chloro-7-(4-fluorophenyl)-4-((S)-2-methylpyrrolidin-1-yl)-5,7-dihydrofuro[3,4-d]pyrimidine). Reaction SMILES: [Cl:1][C:2]1[N:3]=[C:4](Cl)[C:5]2[CH2:10][O:9][CH:8]([C:11]3[CH:16]=[CH:15][C:14]([F:17])=[CH:13][CH:12]=3)[C:6]=2[N:7]=1.C1(C)C=CC(S(O)(=O)=O)=CC=1.[CH3:30][C@H:31]1[CH2:35][CH2:34][CH2:33][NH:32]1>>[Cl:1][C:2]1[N:3]=[C:4]([N:32]2[CH2:33][CH2:34][CH2:35][C@@H:31]2[CH3:30])[C:5]2[CH2:10][O:9][CH:8]([C:11]3[CH:16]=[CH:15][C:14]([F:17])=[CH:13][CH:12]=3)[C:6]=2[N:7]=1 |f:1.2|. Procedure: 2,4-dichloro-7-(4-fluorophenyl)-5,7-dihydrofuro[3,4-d]pyrimidine (Preparation M) was reacted as described in Preparation Hp1 and Hp2 with (S)-2-methylpyrrolidine p-toluenesulfonate salt to afford 2-chloro-7-(4-fluorophenyl)-4-((S)-2-methylpyrrolidin-1-yl)-5,7-dihydrofuro[3,4-d]pyrimidine (Preparation Me) as a mixture of 2 diasteriomers. LC-MS (M+H)+=334.1. As a reaction SMILES: [Br:18][c:19]1[cH:20][cH:21][c:22]([OH:25])[cH:23][cH:24]1.[CH2:57]1[O:58][CH2:59][CH2:60][CH2:61]1.[CH3:1][O:2][C:3]([CH:4]1[N:5]([C:10](=[O:11])[O:12][C:13]([CH3:14])([CH3:15])[CH3:16])[CH2:6][CH:7]([OH:9])[CH2:8]1)=[O:17].[O:45]=[C:46]([O:47][CH2:48][CH3:49])[N:50]=[N:51][C:52]([O:53][CH2:54][CH3:55])=[O:56].[c:26]1([P:27]([c:28]2[cH:29][cH:30][cH:31][cH:32][cH:33]2)[c:34]2[cH:35][cH:36][cH:37][cH:38][cH:39]2)[cH:40][cH:41][cH:42][cH:43][cH:44]1>>[CH3:1][O:2][C:3]([CH:4]1[N:5]([C:10](=[O:11])[O:12][C:13]([CH3:14])([CH3:15])[CH3:16])[CH2:6][CH:7]([O:9][c:22]2[cH:21][cH:20][c:19]([Br:18])[cH:24][cH:23]2)[CH2:8]1)=[O:17]. The product is COC(=O)C1CC(Oc2ccc(Br)cc2)CN1C(=O)OC(C)(C)C. Starting materials: Oc1ccc(Br)cc1, C1CCOC1, COC(=O)C1CC(O)CN1C(=O)OC(C)(C)C, CCOC(=O)N=NC(=O)OCC, c1ccc(P(c2ccccc2)c2ccccc2)cc1.